This data is from the Open Reaction Database (ORD), a public repository of structured organic reaction records. The task is: describe an organic reaction: reactants, conditions, products, and yield Reactants: BrC1=C(C=C2C=CN=CC2=C1)Cl (7-Bromo-6-chloroisoquinoline), BrC1=C(C=C2C=CN=CC2=C1)SCC1CNCC1.C(C)(C)(C)OC(=O)N1CC(CC1)CBr (3-Bromomethyl-pyrrolidine-1-carboxylic acid tert-butyl ester 7-Bromo-6-(pyrrolidin-3-ylmethylsulfanyl)-isoquinoline), Cl (hydrochloride). Product: Cl.BrC1=C(C=C2C=CN=CC2=C1)SCC1CNCC1 (7-Bromo-6-(pyrrolidin-3-ylmethylsulfanyl)-isoquinoline hydrochloride). Reaction SMILES: BrC1C=C2C(C=CN=C2)=CC=1[Cl:12].[Br:13][C:14]1[CH:23]=[C:22]2[C:17]([CH:18]=[CH:19][N:20]=[CH:21]2)=[CH:16][C:15]=1[S:24][CH2:25][CH:26]1[CH2:30][CH2:29][NH:28][CH2:27]1.C(OC(N1CCC(CBr)C1)=O)(C)(C)C.Cl>>[ClH:12].[Br:13][C:14]1[CH:23]=[C:22]2[C:17]([CH:18]=[CH:19][N:20]=[CH:21]2)=[CH:16][C:15]=1[S:24][CH2:25][CH:26]1[CH2:30][CH2:29][NH:28][CH2:27]1 |f:1.2,4.5|. Procedure: Starting from 7-Bromo-6-chloroisoquinoline (265) and 3-Bromomethyl-pyrrolidine-1-carboxylic acid tert-butyl ester 7-Bromo-6-(pyrrolidin-3-ylmethylsulfanyl)-isoquinoline could be obtained according to the procedures described for 272, 267, 268 as the hydrochloride. Rt=0.72 min (Method B). Detected mass: 323.1/325.2 (M+H+). The product is C(C)(C)(C)OC(=O)N1[C@@H](C[C@H](C1)NCC1=CC=CC=C1)COC(C(C)(C)C)=O ((2S,4R)-4-Benzylamino-2-(2,2-dimethyl-propionyloxymethyl)-pyrrolidine-1-carboxylic acid tert-butyl ester). As a reaction SMILES: [C:1]([O:5][C:6]([N:8]1[CH2:12][C:11](=O)[CH2:10][CH:9]1[CH2:14][O:15][C:16](=[O:21])[C:17]([CH3:20])([CH3:19])[CH3:18])=[O:7])([CH3:4])([CH3:3])[CH3:2].[CH2:22]([NH2:29])[C:23]1[CH:28]=[CH:27][CH:26]=[CH:25][CH:24]=1.[BH-](OC(C)=O)(OC(C)=O)OC(C)=O.[Na+].CC(O)=O>ClCCCl>[C:1]([O:5][C:6]([N:8]1[CH2:12][C@H:11]([NH:29][CH2:22][C:23]2[CH:28]=[CH:27][CH:26]=[CH:25][CH:24]=2)[CH2:10][C@H:9]1[CH2:14][O:15][C:16](=[O:21])[C:17]([CH3:20])([CH3:19])[CH3:18])=[O:7])([CH3:4])([CH3:3])[CH3:2] |f:2.3|. The yield is 98.0%. Run at time 1 hour. Reported procedure: To a solution of 2-(2,2-dimethyl-propionyloxymethyl)-4-oxo-pyrrolidine-1-carboxylic acid tert-butyl ester (prepared according to WO2007017828, 8.0 g, 26.7 mmol) and benzylamine (2.9 mL, 1 eq) in DCE (100 mL) were added NaBH(OAc)3 (7.9 g, 1.4 eq) and AcOH (1.53 mL, 1 eq) and the resulting solution was stirred at rt for 1 h. The mixture was quenched by adding NH4OH and the aq. layer was extracted with EA. The combined org. layers were washed with brine, dried over Na2SO4 and concentrated under red... Solvent: ClCCCl (DCE). The reactants are C(C)(C)(C)OC(=O)N1C(CC(C1)=O)COC(C(C)(C)C)=O (2-(2,2-dimethyl-propionyloxymethyl)-4-oxo-pyrrolidine-1-carboxylic acid tert-butyl ester), C(C1=CC=CC=C1)N (benzylamine), [BH-](OC(=O)C)(OC(=O)C)OC(=O)C.[Na+] (NaBH(OAc)3), CC(=O)O (AcOH). The reactants are ClC1=C(C#N)C(=CC(=C1)C1=NNC=C1)F (2-chloro-6-fluoro-4-(1H-pyrazol-3-yl)benzonitrile), O[C@@H](CNC(OC(C)(C)C)=O)C ((R)-tert-butyl (2-hydroxypropyl)carbamate). The product is NC[C@H](C)N1N=C(C=C1)C1=CC(=C(C#N)C(=C1)F)Cl ((S)-4-(1-(1-Aminopropan-2-yl)-1H-pyrazol-3-yl)-2-chloro-6-fluoro-benzonitrile). RXN SMILES: [Cl:1][C:2]1[CH:9]=[C:8]([C:10]2[CH:14]=[CH:13][NH:12][N:11]=2)[CH:7]=[C:6]([F:15])[C:3]=1[C:4]#[N:5].O[C@H:17]([CH3:27])[CH2:18][NH:19]C(=O)OC(C)(C)C>>[NH2:19][CH2:18][C@@H:17]([N:12]1[CH:13]=[CH:14][C:10]([C:8]2[CH:7]=[C:6]([F:15])[C:3]([C:4]#[N:5])=[C:2]([Cl:1])[CH:9]=2)=[N:11]1)[CH3:27]. Reported procedure: The title compound was prepared using the procedure described in Example 3(g) starting from 2-chloro-6-fluoro-4-(1H-pyrazol-3-yl)benzonitrile (13.5 mmol, 3 g) and (R)-tert-butyl (2-hydroxypropyl)carbamate (27 mmol, 4.72 g). Yield 1.3 g. 1H-NMR (400 MHz; CDCl3): δ 1.47 (d, 3H), 3.02-3.19 (m, 2H), 4.30-4.38 (m, 1H), 6.60 (d, 1H), 7.52-7.59 (m, 2H), 7.75 (s, 1H). LC-MS: [M+1]=279.17. Reactants: C1(C2=C(C(=O)O1)CCCC2)=O (3,4,5,6-tetrahydrophthalic anhydride), NC=1C=CC(=NC1)OCCC1=CC=C(C=C1)Cl (5-amino-2-(4-chlorophenethoxy)pyridine). The solvent is C(C)(=O)O (acetic acid). Run at time 1.5 hour. Yields the product ClC1=CC=C(CCOC2=NC=C(C=C2)N2C(C3=C(C2=O)CCCC3)=O)C=C1 (N-[2-(4-chlorophenethoxy)-5-pyridyl]-3,4,5,6-tetrahydrophthalimide). As a reaction SMILES: [C:1]1(=[O:11])[O:6][C:4](=O)[C:3]2[CH2:7][CH2:8][CH2:9][CH2:10][C:2]1=2.[NH2:12][C:13]1[CH:14]=[CH:15][C:16]([O:19][CH2:20][CH2:21][C:22]2[CH:27]=[CH:26][C:25]([Cl:28])=[CH:24][CH:23]=2)=[N:17][CH:18]=1>C(O)(=O)C>[Cl:28][C:25]1[CH:26]=[CH:27][C:22]([CH2:21][CH2:20][O:19][C:16]2[CH:15]=[CH:14][C:13]([N:12]3[C:1](=[O:11])[C:2]4[CH2:10][CH2:9][CH2:8][CH2:7][C:3]=4[C:4]3=[O:6])=[CH:18][N:17]=2)=[CH:23][CH:24]=1. Procedure: A mixture of 3,4,5,6-tetrahydrophthalic anhydride (0.4 g), 5-amino-2-(4-chlorophenethoxy)pyridine (0.6 g) and acetic acid (20 ml) is heated to reflux. After about 1.5 hours, the reaction is cooled and concentrated to about one-half volume. On standing a crystalline solid precipitation which is collected by filtration and washed with 10% ethyl acetate/hexane to yield N-[2-(4-chlorophenethoxy)-5-pyridyl]-3,4,5,6-tetrahydrophthalimide. Reactants: BrCCCCN=C=O (4-bromobutylisocyanate), NC(CC(=O)OCC)(C)C (ethyl 3-amino-3-methylbutanoate). Run in C(Cl)Cl (methylene chloride), C(Cl)Cl (methylene chloride). Run at temperature -20 celsius, time 30 minute. Product: BrCCCCNC(=O)NC(CC(=O)OCC)(C)C (ethyl 3-[(4-bromobutyl)aminocarbonylamino]-3-methylbutanoate). Isolated yield 95.0%. Reaction SMILES: [Br:1][CH2:2][CH2:3][CH2:4][CH2:5][N:6]=[C:7]=[O:8].[NH2:9][C:10]([CH3:18])([CH3:17])[CH2:11][C:12]([O:14][CH2:15][CH3:16])=[O:13]>C(Cl)Cl>[Br:1][CH2:2][CH2:3][CH2:4][CH2:5][NH:6][C:7]([NH:9][C:10]([CH3:18])([CH3:17])[CH2:11][C:12]([O:14][CH2:15][CH3:16])=[O:13])=[O:8]. Reported procedure: A solution of 4-bromobutylisocyanate (15.1 g) in methylene chloride (50 ml) is added to a stirred solution of ethyl 3-amino-3-methylbutanoate (12.3 g), dissolved in methylene chloride (50 ml) at -20° C. The mixture is stirred for 30 minutes at -20° C. and then for an additional 2 hours at room temperature. Evaporation of the solvent yields a residue of ethyl 3-[(4-bromobutyl)aminocarbonylamino]-3-methylbutanoate (26 g). The reactants are CC1(OB(OC1(C)C)C1=NNC=C1)C (3-(4,4,5,5-tetramethyl-1,3,2-dioxaborolan-2-yl)-1H-pyrazole), Br.BrCC1=CC=NC=C1 (4-(bromomethyl)-pyridine hydrobromide), BrC1=CC=C2CC(N(CC2=C1)C1=NC(=NC(=C1)N1CCN(CC1)C)N)C (4-(7-bromo-3-methyl-3,4-dihydroisoquinolin-2(1H)-yl)-6-(4-methylpiperazin-1-yl)pyrimidin-2-amine). The product is CN1CCN(CC1)C1=NC(=NC(=C1)N1CC2=CC(=CC=C2CC1C)C1=NN(C=C1)CC1=CC=NC=C1)N (4-(4-Methylpiperazin-1-yl)-6-[3-methyl-7-[1-(pyridin-4-ylmethyl)-1H-pyrazol-3-yl]-3,4-dihydroisoquinolin-2(1H)-yl]pyrimidin-2-amine). As a reaction SMILES: CC1(C)C(C)(C)OB([C:9]2[CH:13]=[CH:12][NH:11][N:10]=2)O1.Br.Br[CH2:17][C:18]1[CH:23]=[CH:22][N:21]=[CH:20][CH:19]=1.Br[C:25]1[CH:34]=[C:33]2[C:28]([CH2:29][CH:30]([CH3:49])[N:31]([C:35]3[CH:40]=[C:39]([N:41]4[CH2:46][CH2:45][N:44]([CH3:47])[CH2:43][CH2:42]4)[N:38]=[C:37]([NH2:48])[N:36]=3)[CH2:32]2)=[CH:27][CH:26]=1>>[CH3:47][N:44]1[CH2:43][CH2:42][N:41]([C:39]2[CH:40]=[C:35]([N:31]3[CH:30]([CH3:49])[CH2:29][C:28]4[C:33](=[CH:34][C:25]([C:9]5[CH:13]=[CH:12][N:11]([CH2:17][C:18]6[CH:23]=[CH:22][N:21]=[CH:20][CH:19]=6)[N:10]=5)=[CH:26][CH:27]=4)[CH2:32]3)[N:36]=[C:37]([NH2:48])[N:38]=2)[CH2:46][CH2:45]1 |f:1.2|. Procedure: This compound was prepared by using procedures analogous to those described for the synthesis of Example 156 starting from 3-(4,4,5,5-tetramethyl-1,3,2-dioxaborolan-2-yl)-1H-pyrazole (Alfa Aesar, Cat. No. H27619), 4-(bromomethyl)-pyridine hydrobromide and 4-(7-bromo-3-methyl-3,4-dihydroisoquinolin-2(1H)-yl)-6-(4-methylpiperazin-1-yl)pyrimidin-2-amine (Peak 1, Example 49, Step 7). LCMS (M+H)+: m/z=496.3.